This data is from the Open Reaction Database (ORD), a public repository of structured organic reaction records. The task is: describe an organic reaction: reactants, conditions, products, and yield Starting materials: CCCC[Sn](CCCC)(CCCC)c1cccn1C, Cn1cccc1, CCOC(C)=O, Cc1ccccc1, Fc1ccc(CCN2CCC(n3ccc4ccc(Br)cc43)CC2)cc1. The product is Cn1cccc1-c1ccc2ccn(C3CCN(CCc4ccc(F)cc4)CC3)c2c1. Reaction SMILES: [CH3:26][n:27]1[c:28]([Sn:32]([CH2:33][CH2:34][CH2:35][CH3:36])([CH2:37][CH2:38][CH2:39][CH3:40])[CH2:41][CH2:42][CH2:43][CH3:44])[cH:29][cH:30][cH:31]1.[CH3:45][n:46]1[cH:47][cH:48][cH:49][cH:50]1.[CH3:51][CH2:52][O:53][C:54](=[O:55])[CH3:56].[CH3:57][c:58]1[cH:59][cH:60][cH:61][cH:62][cH:63]1.[F:1][c:2]1[cH:3][cH:4][c:5]([CH2:6][CH2:7][N:8]2[CH2:9][CH2:10][CH:11]([n:14]3[cH:15][cH:16][c:17]4[cH:18][cH:19][c:20]([Br:23])[cH:21][c:22]34)[CH2:12][CH2:13]2)[cH:24][cH:25]1>>[F:1][c:2]1[cH:3][cH:4][c:5]([CH2:6][CH2:7][N:8]2[CH2:9][CH2:10][CH:11]([n:14]3[cH:15][cH:16][c:17]4[cH:18][cH:19][c:20](-[c:28]5[n:27]([CH3:26])[cH:31][cH:30][cH:29]5)[cH:21][c:22]34)[CH2:12][CH2:13]2)[cH:24][cH:25]1. Reactants: C(C)(C)C1=NC(=C(C(=C1CO)C1=CC=C(C=C1)F)C=CC)C(C)C (2,6-Diisopropyl-3-hydroxymethyl-4-(4-fluorophenyl)-5-(1-propenyl)-pyridine). The solvent is C(C)(=O)OCC.CCCCCC (ethyl acetate hexane). Yields the product C(C)(C)C1=NC(=C(C(=C1CO)C1=CC=C(C=C1)F)CCC)C(C)C (2,6-Diisopropyl-3-hydroxymethyl-4-(4-fluorophenyl)-5-propylpyridine). Reaction SMILES: [CH:1]([C:4]1[C:9]([CH2:10][OH:11])=[C:8]([C:12]2[CH:17]=[CH:16][C:15]([F:18])=[CH:14][CH:13]=2)[C:7]([CH:19]=[CH:20][CH3:21])=[C:6]([CH:22]([CH3:24])[CH3:23])[N:5]=1)([CH3:3])[CH3:2]>C(OCC)(=O)C.CCCCCC>[CH:1]([C:4]1[C:9]([CH2:10][OH:11])=[C:8]([C:12]2[CH:13]=[CH:14][C:15]([F:18])=[CH:16][CH:17]=2)[C:7]([CH2:19][CH2:20][CH3:21])=[C:6]([CH:22]([CH3:23])[CH3:24])[N:5]=1)([CH3:3])[CH3:2] |f:1.2|. Procedure: The title compound was prepared from 2,6-diisopropyl-3-hydroxymethyl-4-(4-fluorophenyl)-5-(1-propenyl)pyridine (Example 21) according to the procedure described in Example 1, Step H. 1H NMR (300 MHz, CDCl3): δ7.15 (m, 4 H), 4.33 (s, 2 H), 3.41 (sept, J=6.6 Hz, 1 H), 3.23 (sept, J=6.6 Hz, 1 H), 2.25 (m, 2 H), 1.33 (d, J=6.6 Hz, 6 H), 1.30 (d, J=6.6 Hz, 6 H), 1.27 (m, 1 H), 1.19 (m, 1 H), 0.76 (t, J=7 Hz, 3 H). FAB-MS: calculated for (C21H20FNO) 329, found 330 (M+H). Anal. Calcd for C21H28FNO: C, ... The reactants are CC(C)(C)OC(=O)N(CCCC=O)c1cc(OCc2ccccc2)c2ccccc2c1I, C1CCOC1, COC(=O)C=P(c1ccccc1)(c1ccccc1)c1ccccc1. Yields the product COC(=O)C=CCCCN(C(=O)OC(C)(C)C)c1cc(OCc2ccccc2)c2ccccc2c1I. Reaction SMILES: [CH2:1]([c:2]1[cH:3][cH:4][cH:5][cH:6][cH:7]1)[O:8][c:9]1[cH:10][c:11]([N:20]([CH2:21][CH2:22][CH2:23][CH:24]=[O:25])[C:26](=[O:27])[O:28][C:29]([CH3:30])([CH3:31])[CH3:32])[c:12]([I:19])[c:13]2[cH:14][cH:15][cH:16][cH:17][c:18]12.[CH2:57]1[O:58][CH2:59][CH2:60][CH2:61]1.[c:33]1([P:34]([c:35]2[cH:36][cH:37][cH:38][cH:39][cH:40]2)([c:41]2[cH:42][cH:43][cH:44][cH:45][cH:46]2)=[CH:52][C:53](=[O:54])[O:55][CH3:56])[cH:47][cH:48][cH:49][cH:50][cH:51]1>>[CH2:1]([c:2]1[cH:3][cH:4][cH:5][cH:6][cH:7]1)[O:8][c:9]1[cH:10][c:11]([N:20]([CH2:21][CH2:22][CH2:23][CH:57]=[CH:52][C:53](=[O:54])[O:55][CH3:56])[C:26](=[O:27])[O:28][C:29]([CH3:30])([CH3:31])[CH3:32])[c:12]([I:19])[c:13]2[cH:14][cH:15][cH:16][cH:17][c:18]12. Starting materials: Cc1ccccc1, CO, Cc1cc(Cl)nc(Cl)n1, [K+], [K+], O=C([O-])[O-], OB(O)c1ccccc1, c1ccc(P(c2ccccc2)(c2ccccc2)[Pd](P(c2ccccc2)(c2ccccc2)c2ccccc2)(P(c2ccccc2)(c2ccccc2)c2ccccc2)P(c2ccccc2)(c2ccccc2)c2ccccc2)cc1. Yields the product Cc1cc(-c2ccccc2)nc(Cl)n1. As a reaction SMILES: [CH3:25][c:26]1[cH:27][cH:28][cH:29][cH:30][cH:31]1.[CH3:32][OH:33].[Cl:1][c:2]1[n:3][c:4]([CH3:9])[cH:5][c:6]([Cl:8])[n:7]1.[K+:19].[K+:20].[O-:21][C:22]([O-:23])=[O:24].[c:10]1([B:16]([OH:17])[OH:18])[cH:11][cH:12][cH:13][cH:14][cH:15]1.[cH:34]1[cH:35][cH:36][c:37]([P:38]([Pd:39]([P:40]([c:41]2[cH:42][cH:43][cH:44][cH:45][cH:46]2)([c:47]2[cH:48][cH:49][cH:50][cH:51][cH:52]2)[c:53]2[cH:54][cH:55][cH:56][cH:57][cH:58]2)([P:59]([c:60]2[cH:61][cH:62][cH:63][cH:64][cH:65]2)([c:66]2[cH:67][cH:68][cH:69][cH:70][cH:71]2)[c:72]2[cH:73][cH:74][cH:75][cH:76][cH:77]2)[P:78]([c:79]2[cH:80][cH:81][cH:82][cH:83][cH:84]2)([c:85]2[cH:86][cH:87][cH:88][cH:89][cH:90]2)[c:91]2[cH:92][cH:93][cH:94][cH:95][cH:96]2)([c:97]2[cH:98][cH:99][cH:100][cH:101][cH:102]2)[c:103]2[cH:104][cH:105][cH:106][cH:107][cH:108]2)[cH:109][cH:110]1>>[Cl:1][c:2]1[n:3][c:4]([CH3:9])[cH:5][c:6](-[c:10]2[cH:11][cH:12][cH:13][cH:14][cH:15]2)[n:7]1. Reactants: C(CC(=O)O)(=O)O (malonic acid), 1-benzoyloxy-2-naphthol-aldehyde, N1=CC=CC=C1 (pyridine). The product is C(=C)C1=CC=CC2=CC=CC=C12 (vinylnaphthalene). As a reaction SMILES: [C:1](O)(=O)[CH2:2][C:3](O)=O.N1[CH:13]=[CH:12][CH:11]=[CH:10][CH:9]=1>>[CH:2]([C:3]1[C:13]2[C:12](=[CH:9][CH:10]=[CH:11][CH:12]=2)[CH:11]=[CH:10][CH:9]=1)=[CH2:1]. Procedure: 1-Hydrox-2-naphthylaldehyde was mixed with sodium ethoxide, and ethanol was removed to obtain sodium salt of 1-hydroxy-2-naphthylaldehyde. Subsequently, benzoyl chloride was dropped to the salt to obtain 1-benzoyloxy-2-naphthol-aldehyde. 0.9 mol of malonic acid was added to 0.25 mol of 1-benzoyloxy-2-naphthol-aldehyde, and 10 ml of pyridine was added thereto and reacted at a temperature of 110° C. for 2 hours to obtain 1-benzoyloxy-2-β-carboxyl)vinylnaphthalene. 0.14 mol of the 1-benzoyloxy-2-β-...